Task: describe an organic reaction: reactants, conditions, products, and yield. Dataset: the Open Reaction Database (ORD), a public repository of structured organic reaction records Starting materials: O=C1C2CN(Cc3ccccc3)CC2C(=O)N1Cc1ccccc1, CCO, CO, Cl, N#N, O. Yields the product O=C1C2CNCC2C(=O)N1Cc1ccccc1, Cl. As a reaction SMILES: [CH2:2]([c:3]1[cH:4][cH:5][cH:6][cH:7][cH:8]1)[N:9]1[C:10](=[O:25])[CH:11]2[CH2:12][N:13]([CH2:18][c:19]3[cH:20][cH:21][cH:22][cH:23][cH:24]3)[CH2:14][CH:15]2[C:16]1=[O:17].[CH3:28][CH2:29][OH:30].[CH3:31][OH:32].[ClH:1].[N:26]#[N:27].[OH2:33]>>[CH2:2]([c:3]1[cH:4][cH:5][cH:6][cH:7][cH:8]1)[N:9]1[C:10](=[O:25])[CH:11]2[CH2:12][NH:13][CH2:14][CH:15]2[C:16]1=[O:17].[ClH:1]. The reactants are N(=NC(=O)OCC)C(=O)OCC (diethyl azodicarboxylate), C(C)(=S)O (thioacetic acid), COC1=CC=C(COC([C@H]2N(C[C@@H](C2)O)C(=O)OCC2=CC=C(C=C2)[N+](=O)[O-])=O)C=C1 (trans-1-(p-nitrobenzyloxycarbonyl)-4-hydroxy-L-proline-p-methoxybenzyl ester), C1(=CC=CC=C1)P(C1=CC=CC=C1)C1=CC=CC=C1 (triphenylphosphine). Run in O1CCCC1 (tetrahydrofuran), O1CCCC1 (tetrahydrofuran). Run at time 30 minute. Product: COC1=CC=C(COC([C@H]2N(C[C@H](C2)C(C)=O)C(=O)OCC2=CC=C(C=C2)[N+](=O)[O-])=S)C=C1 (cis-1-(p-nitrobenzyloxycarbonyl)-4-acetylthio-L-proline p-methoxybenzyl ester). As a reaction SMILES: [CH3:1][O:2][C:3]1[CH:31]=[CH:30][C:6]([CH2:7][O:8][C:9](=O)[C@@H:10]2[CH2:14][C@@H:13](O)[CH2:12][N:11]2[C:16]([O:18][CH2:19][C:20]2[CH:25]=[CH:24][C:23]([N+:26]([O-:28])=[O:27])=[CH:22][CH:21]=2)=[O:17])=[CH:5][CH:4]=1.C1(P(C2C=CC=CC=2)C2C=CC=CC=2)C=CC=CC=1.N(C(OCC)=O)=NC([O:55][CH2:56][CH3:57])=O.C(O)(=[S:65])C>O1CCCC1>[CH3:1][O:2][C:3]1[CH:4]=[CH:5][C:6]([CH2:7][O:8][C:9](=[S:65])[C@@H:10]2[CH2:14][C@H:13]([C:56](=[O:55])[CH3:57])[CH2:12][N:11]2[C:16]([O:18][CH2:19][C:20]2[CH:21]=[CH:22][C:23]([N+:26]([O-:28])=[O:27])=[CH:24][CH:25]=2)=[O:17])=[CH:30][CH:31]=1. Procedure details: 8.6 g of trans-1-(p-nitrobenzyloxycarbonyl)-4-hydroxy-L-proline-p-methoxybenzyl ester and 7.86 g of triphenylphosphine were dissolved in 20 ml of dried tetrahydrofuran. To the resulting solution was added dropwise a solution of 5.22 g of diethyl azodicarboxylate in 5 ml of dried tetrahydrofuran under ice-cooling in a nitrogen stream, followed by stirring for 30 minutes at that temperature. Thereafter, 2.28 g of thioacetic acid was added thereto dropwise, and the mixture was stirred for 1 hour un... Starting materials: C(C)(=O)[O-].[Na+] (sodium acetate), [Na].S(=O)(=O)(O)C1=CC=C(C=C1)N1C(C(O)CC1=O)=O (sodium N-(4-sulfophenyl)-malimide), II, C(C)(=O)OC(C)=O (acetic anhydride). Run in CCO.CC(=O)C (EtOH Acetone). Yields the product [Na].S(=O)(=O)(O)C1=CC=C(C=C1)N1C(C=CC1=O)=O (Sodium N-(4-sulfophenyl)-Maleimide). As a reaction SMILES: C([O-])(=O)C.[Na+].C(OC(=O)C)(=O)C.[Na:13].[S:14]([C:18]1[CH:23]=[CH:22][C:21]([N:24]2[C:29](=[O:30])[CH2:28][CH:26](O)[C:25]2=[O:31])=[CH:20][CH:19]=1)([OH:17])(=[O:16])=[O:15]>CCO.CC(C)=O>[Na:13].[S:14]([C:18]1[CH:19]=[CH:20][C:21]([N:24]2[C:29](=[O:30])[CH:28]=[CH:26][C:25]2=[O:31])=[CH:22][CH:23]=1)([OH:17])(=[O:15])=[O:16] |f:0.1,3.4,5.6,7.8,^1:12,38|. Reported procedure: A slurry of 0.8 g. sodium acetate (9.8 mmoles) and 16.0 g. II (54.6 mmoles) in 200 ml. acetic anhydride was refluxed until a color change to a tannish solution was noted. The solution was cooled to room temperature and diluted with 200 ml. EtOH:Acetone 3:2. The solution was filtered and the precipitate was slurried in an additional 200 ml. EtOH:Acetone 3:2 then filtered. The precipitate was dried under high vacuum giving 10.23 g. III (68.1%).